Dataset: the Open Reaction Database (ORD), a public repository of structured organic reaction records. Task: describe an organic reaction: reactants, conditions, products, and yield Run in CN(C=O)C (dimethylformamide). Reaction SMILES: [Br:1][C:2]1[C:3]2[N:7]([CH2:8][CH3:9])[C:6]([CH:10]=[C:11]3[N:37]=[C:14]([CH:15]=[C:16]4[NH:32][C:19](=[C:20]([CH2:30][CH3:31])[C:21]5[C:22]([CH2:28][CH3:29])=[C:23]([CH2:26][CH3:27])[C:24]=1[N:25]=5)[C:18]([CH2:33][CH3:34])=[C:17]4[CH2:35][CH3:36])[CH:13]=[CH:12]3)=[C:5]([CH2:38][CH3:39])[C:4]=2[CH2:40][CH3:41].[Pt:42](Cl)Cl>CN(C)C=O>[Br:1][C:2]1[C:3]2[N:7]([CH2:8][CH3:9])[C:6]([CH:10]=[C:11]3[N:37]=[C:14]([CH:15]=[C:16]4[NH:32][C:19](=[C:20]([CH2:30][CH3:31])[C:21]5[C:22]([CH2:28][CH3:29])=[C:23]([CH2:26][CH3:27])[C:24]=1[N:25]=5)[C:18]([CH2:33][CH3:34])=[C:17]4[CH2:35][CH3:36])[CH:13]=[CH:12]3)=[C:5]([CH2:38][CH3:39])[C:4]=2[CH2:40][CH3:41].[Pt:42] |f:3.4|. Procedure: In a suitable 150 ml vessel 50 ml of dimethylformamide is brought to reflux and 20 mg 5-bromo octaethylporphine free base is added and dissolved. To this solution 8 mg platinum chloride is added and permitted to react for about 20 minutes. Thereafter, the reaction mixture is permitted to cool and crystal formation promoted by the addition of 50 ml distilled water. The reaction mixture is allowed to sit for about twenty four hours to increase crystal size. The reaction mixture is filtered by vacu... Product: BrC=1C2=C(C(=C(N2CC)C=C2C=CC(C=C3C(=C(C(=C(C=4C(=C(C1N4)CC)CC)CC)N3)CC)CC)=N2)CC)CC.[Pt] (Platinum (5-Bromo Octaethylporphine)). Starting materials: BrC=1C2=C(C(=C(N2CC)C=C2C=CC(C=C3C(=C(C(=C(C=4C(=C(C1N4)CC)CC)CC)N3)CC)CC)=N2)CC)CC (5-bromo octaethylporphine), solution, [Pt](Cl)Cl (platinum chloride). Reactants: FC=1C=C(C=C(C1)F)[C@@H]1CN(C2(C(N1CC(=O)OC)=O)COCCOC2)C(=O)OC(C)(C)C (tert-butyl (R)-3-(3,5-difluoro-phenyl)-4-methoxycarbonylmethyl-5-oxo-8,11-dioxa-1,4-diaza-spiro[5.6]dodecane-1-carboxylate), Cl (hydrochloric acid). Reaction conditions: temperature 50 celsius, time 2 hour. The product is Cl.FC=1C=C(C=C(C1)F)[C@@H]1CNC2(C(N1CC(=O)OC)=O)COCCOC2 ((R)-methyl 2-(3-(3,5-difluorophenyl)-5-oxo-8,11-dioxa-1,4-diazaspiro[5.6]dodecan-4-yl)-acetate hydrochloride). RXN SMILES: [F:1][C:2]1[CH:3]=[C:4]([C@H:9]2[N:14]([CH2:15][C:16]([O:18][CH3:19])=[O:17])[C:13](=[O:20])[C:12]3([CH2:26][O:25][CH2:24][CH2:23][O:22][CH2:21]3)[N:11](C(OC(C)(C)C)=O)[CH2:10]2)[CH:5]=[C:6]([F:8])[CH:7]=1.[ClH:34]>>[ClH:34].[F:8][C:6]1[CH:5]=[C:4]([C@H:9]2[N:14]([CH2:15][C:16]([O:18][CH3:19])=[O:17])[C:13](=[O:20])[C:12]3([CH2:21][O:22][CH2:23][CH2:24][O:25][CH2:26]3)[NH:11][CH2:10]2)[CH:3]=[C:2]([F:1])[CH:7]=1 |f:2.3|. Reported procedure: 0.13 g (0.28 mmol) tert-butyl (R)-3-(3,5-difluoro-phenyl)-4-methoxycarbonylmethyl-5-oxo-8,11-dioxa-1,4-diaza-spiro[5.6]dodecane-1-carboxylate were combined with 20 ml of a 1M methanolic hydrochloric acid solution and stirred for 2 h at 50° C. The reaction mixture was concentrated by rotary evaporation and further reacted without any further purification. Reactants: C(C)(C)(C)OC(=O)N1CC2CN(CC(C1)O2)CCN(C(=O)N(C)C)CCOC2=CC=C(C=C2)C#N (7-(2-{1-[2-(4-Cyanophenoxy)ethyl]-3,3-dimethylureido}ethyl)-9-oxa-3,7-di-azabicyclo[3.3.1]nonane-3-carboxylic acid tert-butyl ester). The solvent is Cl (HCl), O1CCOCC1 (dioxane). Conditions: time 30 minute. The product is C(#N)C1=CC=C(OCCN(C(=O)N(C)C)CCN2CC3CNCC(C2)O3)C=C1 (1-[2-(4-Cyanophenoxy)ethyl]-3,3-dimethyl-1-[2-(9-oxa-3,7-diaza-bicyclo[3.3.1]non-3-yl)ethyl]urea). Yield: 25.2%. RXN SMILES: C(OC([N:8]1[CH2:15][CH:14]2[O:16][CH:10]([CH2:11][N:12]([CH2:17][CH2:18][N:19]([CH2:25][CH2:26][O:27][C:28]3[CH:33]=[CH:32][C:31]([C:34]#[N:35])=[CH:30][CH:29]=3)[C:20]([N:22]([CH3:24])[CH3:23])=[O:21])[CH2:13]2)[CH2:9]1)=O)(C)(C)C>Cl.O1CCOCC1>[C:34]([C:31]1[CH:30]=[CH:29][C:28]([O:27][CH2:26][CH2:25][N:19]([CH2:18][CH2:17][N:12]2[CH2:11][CH:10]3[O:16][CH:14]([CH2:15][NH:8][CH2:9]3)[CH2:13]2)[C:20]([N:22]([CH3:24])[CH3:23])=[O:21])=[CH:33][CH:32]=1)#[N:35]. Reported procedure: 7-(2-{1-[2-(4-Cyanophenoxy)ethyl]-3,3-dimethylureido}ethyl)-9-oxa-3,7-di-azabicyclo[3.3.1]nonane-3-carboxylic acid tert-butyl ester (6.5 g; see Example 5 below) was taken in HCl in dioxane (50 mL) and stirred for 30 min. The reaction mixture was decanted and the solid was taken in a biphasic mixture of dichloromethane and aqueous NaHCO3. The organic layer was separated, washed with water, dried over sodium sulfate and concentrated. Purification by column chromatography yielded 1.3 g of the title... Reaction conditions: time 2 day. Solvent: N1=CC=CC=C1 (pyridine). As a reaction SMILES: [CH3:1][N:2]1[CH:6]=[C:5]([S:7](Cl)(=[O:9])=[O:8])[N:4]=[CH:3]1.[O:11]1[C:15]2[CH:16]=[CH:17][C:18]([C:20]3[C:21]([O:27][CH2:28][CH2:29][O:30][C:31]4[N:36]=[CH:35][C:34]([Cl:37])=[CH:33][N:32]=4)=[N:22][N:23]([CH3:26])[C:24]=3[NH2:25])=[CH:19][C:14]=2[O:13][CH2:12]1.CN(C1C=CC=CN=1)C.N1C=C(S(N)(=O)=O)N=C1>N1C=CC=CC=1>[O:11]1[C:15]2[CH:16]=[CH:17][C:18]([C:20]3[C:21]([O:27][CH2:28][CH2:29][O:30][C:31]4[N:36]=[CH:35][C:34]([Cl:37])=[CH:33][N:32]=4)=[N:22][N:23]([CH3:26])[C:24]=3[NH:25][S:7]([C:5]3[N:4]=[CH:3][N:2]([CH3:1])[CH:6]=3)(=[O:9])=[O:8])=[CH:19][C:14]=2[O:13][CH2:12]1. Procedure: 1-Methyl-1H-imidazole-4-sulfonyl chloride (45 mg) was carefully added at room temperature under an atmosphere of nitrogen to a solution of 4-(1,3-benzodioxol-5-yl)-3-{2-[(5-chloro-2-pyrimidinyl)oxy]ethoxy}-1-methyl-1H-pyrazol-5-ylamine (Preparation 48) (50 mg) and dimethylaminopyridine (16 mg) in anhydrous pyridine (2.4 ml). The reaction was stirred for two days, then the mixture was concentrated under reduced pressure and a saturated solution of ammonium chloride (6 ml), ethyl acetate (6 ml) an... Reactants: N1C=NC(=C1)S(=O)(=O)N (1H-imidazole-4-sulfonamide), CN1C=NC(=C1)S(=O)(=O)Cl (1-Methyl-1H-imidazole-4-sulfonyl chloride), O1COC2=C1C=CC(=C2)C=2C(=NN(C2N)C)OCCOC2=NC=C(C=N2)Cl (4-(1,3-benzodioxol-5-yl)-3-{2-[(5-chloro-2-pyrimidinyl)oxy]ethoxy}-1-methyl-1H-pyrazol-5-ylamine), CN(C)C1=NC=CC=C1 (dimethylaminopyridine). The product is O1COC2=C1C=CC(=C2)C=2C(=NN(C2NS(=O)(=O)C=2N=CN(C2)C)C)OCCOC2=NC=C(C=N2)Cl (N-(4-(1,3-benzodioxol-5-yl)-3-{2-[(5-chloro-2-pyrimidinyl)oxy]ethoxy}-1-methyl-1H-pyrazol-5-yl)-1-methyl-1H-imidazole-4-sulfonamide). Reactants: [Cl-].[NH4+] (ammonium chloride), Ice water, CC1(OC2=C(CC1=O)C=C(C=C2)[N+](=O)[O-])C (3,4-dihydro-2,2-dimethyl-6-nitro-2H-1-benzopyran-3-one), C(=O)(C=1NC=CN1)C=1NC=CN1 (carbonyl diimidazole), [H-].[Na+] (sodium hydride). The solvent is C(C)N(CC)CC (triethylamine), CN(C=O)C (N,N-dimethylformamide). Reaction conditions: time 14 hour. Yields the product OC=1C(OC2=C(C1C(=O)N)C=C(C=C2)[N+](=O)[O-])(C)C (3-hydroxy-2,2-dimethyl-6-nitro-2H-1-benzopyran-4-carboxamide). Yield: 46.8%. Reaction SMILES: [CH3:1][C:2]1([CH3:16])[C:7](=[O:8])[CH2:6][C:5]2[CH:9]=[C:10]([N+:13]([O-:15])=[O:14])[CH:11]=[CH:12][C:4]=2[O:3]1.[H-].[Na+].[C:19](C1NC=CN=1)(C1NC=CN=1)=[O:20].[Cl-].[NH4+:32]>C(N(CC)CC)C.CN(C)C=O>[OH:8][C:7]1[C:2]([CH3:16])([CH3:1])[O:3][C:4]2[CH:12]=[CH:11][C:10]([N+:13]([O-:15])=[O:14])=[CH:9][C:5]=2[C:6]=1[C:19]([NH2:32])=[O:20] |f:1.2,4.5|. Procedure: To a mixture of 41.5 g of 3,4-dihydro-2,2-dimethyl-6-nitro-2H-1-benzopyran-3-one and 500 ml of dried N,N-dimethylformamide was slowly added 8.2 g of sodium hydride (60%) in a nitrogen stream while stirring under cooling with ice. After stirring for 50 minutes, 33.5 g of carbonyl diimidazole was added thereto and the mixture stirred for 1 hour. To the reaction mixture were added 11.2 g of ammonium chloride and 29 ml of triethylamine, followed by stirring at 5° C. for 12 hours and then at room tem... Reactants: C(C)(C)[C@@H]1CC[C@H](CC1)N (trans 4-isopropyl-cyclohexylamine), C1=NN=CC2=CC=CC=C12 (phthalazine), CCOC(=O)C (EtOAc), N (NH3). Solvent: O (water). Product: C(C)(C)[C@@H]1CC[C@H](CC1)NC1=NN=C(C2=CC=CC=C12)CC=1C=NC(=CC1)OC (trans 1-(4-Isopropyl-cyclohexylamino)-4-[6-methoxy-(pyridin-3-yl)-methyl]-phthalazine). RXN SMILES: [CH:1]([C@H:4]1[CH2:9][CH2:8][C@H:7]([NH2:10])[CH2:6][CH2:5]1)([CH3:3])[CH3:2].[CH:11]1[C:20]2[C:15](=[CH:16][CH:17]=[CH:18][CH:19]=2)[CH:14]=[N:13][N:12]=1.C[CH2:22][O:23][C:24]([CH3:26])=O.[NH3:27]>O>[CH:1]([C@H:4]1[CH2:9][CH2:8][C@H:7]([NH:10][C:11]2[C:20]3[C:15](=[CH:16][CH:17]=[CH:18][CH:19]=3)[C:14]([CH2:4][C:1]3[CH:2]=[N:27][C:24]([O:23][CH3:22])=[CH:26][CH:3]=3)=[N:13][N:12]=2)[CH2:6][CH2:5]1)([CH3:3])[CH3:2]. Procedure details: Under N2 atmosphere, in an ampoule 1.8 g (12.7 mMol) of trans 4-isopropyl-cyclohexylamine (preparation see Arzneim. Forsch. 1969, 19, 140) and 700 mg (2.4 mMol) of 1-chloro-4-[6-methoxy-pyridin-3-yl)methyl]phthalazine are heated during 14 h at 140° C. The suspension is dissolved by dilution with EtOAc, 1.5 ml of NH3 solution (25%) and water, and the aqueous phase is removed and extracted twice with EtOAc. The organic phases are washed with water and brine, dried (Na2SO4) and evaporated. Crystall... The reactants are ClC=1C=C(C=C(C1)Cl)C1=CC(=NN1)C=1C=C2N=CC=NC2=CC1 (6-[5-(3,5-dichlorophenyl)-1H-pyrazol-3-yl]quinoxaline), C(=O)([O-])[O-].[Cs+].[Cs+] (Cs2CO3), BrC(C)C1=CC=C(C(=O)OC(C)(C)C)C=C1 (tert-butyl 4-(1-bromoethyl)benzoate). Run in O (water), CN(C)C=O (DMF). Reaction conditions: time 8 hour. Product: ClC=1C=C(C=C(C1)Cl)C1=NN(C(=C1)C=1C=C2N=CC=NC2=CC1)C(C)C1=CC=C(C(=O)OC(C)(C)C)C=C1 (Tert-butyl 4-{1-[3-(3,5-dichlorophenyl)-5-quinoxalin-6-yl-1H-pyrazol-1-yl]ethyl}benzoate). As a reaction SMILES: [Cl:1][C:2]1[CH:3]=[C:4]([C:9]2[NH:13][N:12]=[C:11]([C:14]3[CH:15]=[C:16]4[C:21](=[CH:22][CH:23]=3)[N:20]=[CH:19][CH:18]=[N:17]4)[CH:10]=2)[CH:5]=[C:6]([Cl:8])[CH:7]=1.C([O-])([O-])=O.[Cs+].[Cs+].Br[CH:31]([C:33]1[CH:45]=[CH:44][C:36]([C:37]([O:39][C:40]([CH3:43])([CH3:42])[CH3:41])=[O:38])=[CH:35][CH:34]=1)[CH3:32]>CN(C=O)C.O>[Cl:1][C:2]1[CH:3]=[C:4]([C:9]2[CH:10]=[C:11]([C:14]3[CH:15]=[C:16]4[C:21](=[CH:22][CH:23]=3)[N:20]=[CH:19][CH:18]=[N:17]4)[N:12]([CH:31]([C:33]3[CH:45]=[CH:44][C:36]([C:37]([O:39][C:40]([CH3:42])([CH3:41])[CH3:43])=[O:38])=[CH:35][CH:34]=3)[CH3:32])[N:13]=2)[CH:5]=[C:6]([Cl:8])[CH:7]=1 |f:1.2.3|. Procedure: To a solution of the intermediate from step E (330 mg, 0.97 mmol) in 8 mL of anhydrous DMF was added Cs2CO3 (473 mg, 1.45 mmol) followed by tert-butyl 4-(1-bromoethyl)benzoate (331 mg, 1.16 mmol). The reaction was stirred at room temperature overnight and then diluted with water. The aqueous layer was then extracted with EtOAc (3×) and the combined organic layers were then washed with brine, dried over anhydrous MgSO4, filtered and concentrated in vacuo. The resulting oil was purified by flash c... Reactants: O=[Zn] (Zinc white), C(CCCCCCCCCCCCCCCCC)(=O)O (stearic acid). The product is C(CCCCCCCCCCCCCCCCC)(=O)[O-].[Zn+2].C(CCCCCCCCCCCCCCCCC)(=O)[O-] (zinc stearate). As a reaction SMILES: O=[Zn:2].[C:3]([OH:22])(=[O:21])[CH2:4][CH2:5][CH2:6][CH2:7][CH2:8][CH2:9][CH2:10][CH2:11][CH2:12][CH2:13][CH2:14][CH2:15][CH2:16][CH2:17][CH2:18][CH2:19][CH3:20]>>[C:3]([O-:22])(=[O:21])[CH2:4][CH2:5][CH2:6][CH2:7][CH2:8][CH2:9][CH2:10][CH2:11][CH2:12][CH2:13][CH2:14][CH2:15][CH2:16][CH2:17][CH2:18][CH2:19][CH3:20].[Zn+2:2].[C:3]([O-:22])(=[O:21])[CH2:4][CH2:5][CH2:6][CH2:7][CH2:8][CH2:9][CH2:10][CH2:11][CH2:12][CH2:13][CH2:14][CH2:15][CH2:16][CH2:17][CH2:18][CH2:19][CH3:20] |f:2.3.4|. Procedure: Zinc white is reacted with stearic acid to give zinc stearate functioning as a vulcanization auxiliary.